This data is from the Open Reaction Database (ORD), a public repository of structured organic reaction records. The task is: describe an organic reaction: reactants, conditions, products, and yield The reactants are O=C(CC(=O)OC)CC (methyl 3-oxo-pentanoate), C(C=C)(=O)OC (methyl acrylate). The reagents and catalysts are C1CCC2=NCCCN2CC1 (DBU). The solvent is C1CCCCC1 (Cyclohexane). Conditions: temperature 60 celsius, time 2 hour. The product is COC(CCC(CCC(=O)OC)(C(CC)=O)C(=O)OC)=O (4-(methoxycarbonyl)-4-(1-oxopropyl)-heptanedioic acid 1,7-dimethyl ester). The yield is 129.0%. Reaction SMILES: [O:1]=[C:2]([CH2:8][CH3:9])[CH2:3][C:4]([O:6][CH3:7])=[O:5].[C:10]([O:14][CH3:15])(=[O:13])[CH:11]=[CH2:12]>C1CCN2C(=NCCC2)CC1.C1CCCCC1>[CH3:15][O:14][C:10](=[O:13])[CH2:11][CH2:12][C:3]([C:4]([O:6][CH3:7])=[O:5])([C:2](=[O:1])[CH2:8][CH3:9])[CH2:2][CH2:3][C:4]([O:6][CH3:7])=[O:5]. Procedure: 39.9 g (0.31 mol) of methyl 3-oxo-pentanoate and 1.9 g (0.012 mol) of DBU were mixed at room temperature in a three necked round bottom flask, equipped with a dropping funnel and a reflux condenser. 66.4 g (0.77 mol) of methyl acrylate was slowly added drop by drop. After the exothermal behavior has leveled off, the reaction mixture was stirred at 60° C. for an additional two hours. Cyclohexane was added and the mixture was washed with diluted hydrochloric acid and was subsequently washed with d... Reactants: CC(=O)O, O=N[O-], Nn1c(-c2ccccc2Cl)nnc1-c1ccccc1Cl, [Na+], O. Yields the product Clc1ccccc1-c1n[nH]c(-c2ccccc2Cl)n1. RXN SMILES: [CH3:25][C:26](=[O:27])[OH:28].[N:21]([O-:22])=[O:23].[NH2:1][n:2]1[c:3](-[c:14]2[c:15]([Cl:20])[cH:16][cH:17][cH:18][cH:19]2)[n:4][n:5][c:6]1-[c:7]1[c:8]([Cl:13])[cH:9][cH:10][cH:11][cH:12]1.[Na+:24].[OH2:29]>>[n:2]1[c:3](-[c:14]2[c:15]([Cl:20])[cH:16][cH:17][cH:18][cH:19]2)[n:4][nH:5][c:6]1-[c:7]1[c:8]([Cl:13])[cH:9][cH:10][cH:11][cH:12]1. RXN SMILES: [CH2:1]=O.[C:3]([OH:6])(=O)[CH3:4].[C:7]([BH3-])#[N:8].[Na+].[Cl:11][C:12]1[CH:59]=[CH:58][C:15]([CH2:16][CH:17]2[N:22]3[C:23](=[O:53])[CH:24]([NH:38][C:39]([CH:41]4[CH2:45][CH2:44][CH2:43][N:42]4C(=O)C(N)C(C)C)=[O:40])[CH2:25][N:26]([S:27]([C:30]4[CH:35]=[CH:34][C:33]([Cl:36])=[CH:32][C:31]=4[Cl:37])(=[O:29])=[O:28])[CH:21]3[CH2:20][N:19]([CH:54]([CH3:56])[CH3:55])[C:18]2=[O:57])=[CH:14][CH:13]=1.[CH2:60]1[CH2:64]OC[CH2:61]1>CO.C(Cl)Cl>[Cl:11][C:12]1[CH:13]=[CH:14][C:15]([CH2:16][CH:17]2[N:22]3[C:23](=[O:53])[CH:24]([NH:38][C:39]([CH:41]4[CH2:45][CH2:44][CH2:43][N:42]4[C:3](=[O:6])[CH:4]([N:8]([CH3:7])[CH3:1])[CH:60]([CH3:64])[CH3:61])=[O:40])[CH2:25][N:26]([S:27]([C:30]4[CH:35]=[CH:34][C:33]([Cl:36])=[CH:32][C:31]=4[Cl:37])(=[O:29])=[O:28])[CH:21]3[CH2:20][N:19]([CH:54]([CH3:55])[CH3:56])[C:18]2=[O:57])=[CH:58][CH:59]=1 |f:2.3|. Starting materials: C=O (formaldehyde), C(C)(=O)O (acetic acid), C(#N)[BH3-].[Na+] (sodium cyanoborohydride), ClC1=CC=C(CC2C(N(CC3N2C(C(CN3S(=O)(=O)C3=C(C=C(C=C3)Cl)Cl)NC(=O)C3N(CCC3)C(C(C(C)C)N)=O)=O)C(C)C)=O)C=C1 (N-[6-(4-chlorobenzyl)-1-(2,4-dichlorobenzenesulfonyl)-8-isopropyl-4,7-dioxooctahydropyrazino[1,2-a]pyrimidin-3-yl]-1-(2-amino-3-methylbutyryl)pyrrolidine-2-carboxamide), C1CCOC1 (THF). The solvent is CO (methanol), C(Cl)Cl (methylene chloride). Reported procedure: 15 μl of formaldehyde, 15 μl of glacial acetic acid and 62.8 μl of a 1M sodium cyanoborohydride solution in THF are added to a solution of 40 mg of N-[6-(4-chlorobenzyl)-1-(2,4-dichlorobenzenesulfonyl)-8-isopropyl-4,7-dioxooctahydropyrazino[1,2-a]pyrimidin-3-yl]-1-(2-amino-3-methylbutyryl)pyrrolidine-2-carboxamide in 556 μl of methanol and 278 μl of methylene chloride. The reaction mixture is stirred at room temperature for 6 h. The solvent is then removed in vacuo, and the residue is taken up i... Conditions: time 6 hour. The product is ClC1=CC=C(CC2C(N(CC3N2C(C(CN3S(=O)(=O)C3=C(C=C(C=C3)Cl)Cl)NC(=O)C3N(CCC3)C(C(C(C)C)N(C)C)=O)=O)C(C)C)=O)C=C1 (N-[6-(4-Chlorobenzyl)-1-(2,4-dichlorobenzenesulfonyl)-8-isopropyl-4,7-dioxooctahydropyrazino[1,2-a]pyrimidin-3-yl]-1-(2-dimethylamino-3-methylbutyryl)pyrrolidine-2-carboxamide). The reactants are Cc1ccccc1, CC(C)NC(C)C, O=C(N1CCc2c(O)ccc(F)c2CC1)C(F)(F)F, O=S(=O)(Cl)Cl. Yields the product O=C(N1CCc2c(F)cc(Cl)c(O)c2CC1)C(F)(F)F. As a reaction SMILES: [CH3:32][c:33]1[cH:34][cH:35][cH:36][cH:37][cH:38]1.[CH:20]([NH:21][CH:22]([CH3:23])[CH3:24])([CH3:25])[CH3:26].[F:1][c:2]1[cH:3][cH:4][c:5]([OH:19])[c:6]2[c:7]1[CH2:8][CH2:9][N:10]([C:13]([C:14]([F:15])([F:16])[F:17])=[O:18])[CH2:11][CH2:12]2.[S:27]([Cl:28])(=[O:29])([Cl:30])=[O:31]>>[F:1][c:2]1[cH:3][c:4]([Cl:30])[c:5]([OH:19])[c:6]2[c:7]1[CH2:8][CH2:9][N:10]([C:13]([C:14]([F:15])([F:16])[F:17])=[O:18])[CH2:11][CH2:12]2. Starting materials: COC(=O)C(Cc1ccc2c(c1)OCC(c1ccc(O)cc1)O2)NC(=O)OC(C)(C)C, CC(=O)OC(C)=O, ClCCl, c1ccncc1. Product: COC(=O)C(Cc1ccc2c(c1)OCC(c1ccc(OC(C)=O)cc1)O2)NC(=O)OC(C)(C)C. As a reaction SMILES: [CH3:1][O:2][C:3]([CH:4]([CH2:5][c:6]1[cH:7][c:8]2[c:9]([cH:21][cH:22]1)[O:10][CH:11]([c:14]1[cH:15][cH:16][c:17]([OH:20])[cH:18][cH:19]1)[CH2:12][O:13]2)[NH:23][C:24](=[O:25])[O:26][C:27]([CH3:28])([CH3:29])[CH3:30])=[O:31].[CH3:38][C:39](=[O:40])[O:41][C:42](=[O:43])[CH3:44].[Cl:45][CH2:46][Cl:47].[cH:32]1[cH:33][cH:34][n:35][cH:36][cH:37]1>>[CH3:1][O:2][C:3]([CH:4]([CH2:5][c:6]1[cH:7][c:8]2[c:9]([cH:21][cH:22]1)[O:10][CH:11]([c:14]1[cH:15][cH:16][c:17]([O:20][C:39]([CH3:38])=[O:40])[cH:18][cH:19]1)[CH2:12][O:13]2)[NH:23][C:24](=[O:25])[O:26][C:27]([CH3:28])([CH3:29])[CH3:30])=[O:31]. The reactants are [Cl-].[Al+3].[Cl-].[Cl-] (Aluminum chloride), C(C)(CC)C1=CC=C(C=C1)N(C#N)C (4-sec-butylphenyl-N-methyl cyanamide), Cl.C(C)(CC)C1=CC=C(C=C1)NC (4-sec-butylphenyl-N-methyl amine hydrochloride). The solvent is ClC1=CC=CC=C1 (chlorobenzene). Reaction conditions: time 5 hour. Yields the product C(C)(CC)C1=CC=C(C=C1)N(C(=N)N(C)C1=CC=C(C=C1)C(C)CC)C.Cl (N,N′-Bis(4-sec-butylphenyl)-N,N′-bis-methyl guanidine·HCl). Isolated yield 37.4%. RXN SMILES: [Cl-:1].[Al+3].[Cl-].[Cl-].[CH:5]([C:9]1[CH:14]=[CH:13][C:12]([N:15]([CH3:18])[C:16]#[N:17])=[CH:11][CH:10]=1)([CH2:7][CH3:8])[CH3:6].Cl.[CH:20]([C:24]1[CH:29]=[CH:28][C:27]([NH:30][CH3:31])=[CH:26][CH:25]=1)([CH2:22][CH3:23])[CH3:21]>ClC1C=CC=CC=1>[CH:5]([C:9]1[CH:10]=[CH:11][C:12]([N:15]([CH3:18])[C:16]([N:30]([C:27]2[CH:28]=[CH:29][C:24]([CH:20]([CH2:22][CH3:23])[CH3:21])=[CH:25][CH:26]=2)[CH3:31])=[NH:17])=[CH:13][CH:14]=1)([CH2:7][CH3:8])[CH3:6].[ClH:1] |f:0.1.2.3,5.6,8.9|. Reported procedure: Aluminum chloride (0.39 g, 2.93 mmol) was added to a stirred solution of 4-sec-butylphenyl-N-methyl cyanamide (0.5 g, 2.66 mmol) in chlorobenzene (14 mL) at 145° C. After 10 minutes 4-sec-butylphenyl-N-methyl amine hydrochloride (0.466 g, 2.34 mmol; prepared from 4-sec-butylphenyl-N-methyl amine and 1.0 M HCl-ether) was added and continued reflux. After 5 hours, the reaction mixture was evaporated on rotavapor and the product was purified by flash chromatography using chloroform/methanol (10:1) ... Reactants: C(CCCCCCCCCCC)OC(CCN1C2(OC3(CC(NC(C3)(C)C)(C)C)C1=O)CCCCCCCCCCC2)=O (20-(3-Dodecyloxy-3-oxopropyl)-2,2,4,4-tetramethyl-7-oxa-3,20-diazadispiro[5.1.11.2]heneicosane-21-one), carbonyl, CO (methanol), NN (hydrazine). Run in C(C)(C)(C)OC (methyl t-butyl ether), C(Cl)(Cl)Cl (chloroform), O1CCCC1 (tetrahydrofuran). Reaction conditions: time 28 hour. Product: N(N)C(CCN1C2(OC3(CC(NC(C3)(C)C)(C)C)C1=O)CCCCCCCCCCC2)=O (20-(3-hydrazino-3-oxopropyl)-2,2,4,4-tetramethyl-7-oxa-3,20-diazadispiro[5.1.11.2]heneicosane-21-one). RXN SMILES: C([O:13][C:14](=O)[CH2:15][CH2:16][N:17]1[C:30](=[O:31])[C:20]2([CH2:25][C:24]([CH3:27])([CH3:26])[NH:23][C:22]([CH3:29])([CH3:28])[CH2:21]2)[O:19][C:18]21[CH2:42][CH2:41][CH2:40][CH2:39][CH2:38][CH2:37][CH2:36][CH2:35][CH2:34][CH2:33][CH2:32]2)CCCCCCCCCCC.CO.[NH2:46][NH2:47]>C(OC)(C)(C)C.O1CCCC1.C(Cl)(Cl)Cl>[NH:46]([C:14](=[O:13])[CH2:15][CH2:16][N:17]1[C:30](=[O:31])[C:20]2([CH2:25][C:24]([CH3:27])([CH3:26])[NH:23][C:22]([CH3:28])([CH3:29])[CH2:21]2)[O:19][C:18]21[CH2:32][CH2:33][CH2:34][CH2:35][CH2:36][CH2:37][CH2:38][CH2:39][CH2:40][CH2:41][CH2:42]2)[NH2:47]. Procedure details: 20-(3-Dodecyloxy-3-oxopropyl)-2,2,4,4-tetramethyl-7-oxa-3,20-diazadispiro[5.1.11.2]heneicosane-21-one (Sanduvor 3050™), 66.5 g (0.11 mole) was placed in a flask and dissolved with 150 ml methanol. To this was added 35 ml of hydrazine (54% in water) producing an immediate white precipitate. The mixture was stirred at ambient temperature for 28 hours. Most of the solvent was stripped using aspirator vacuum and the residue taken up in 100 ml methyl t-butyl ether and 175 ml tetrahydrofuran. The aque...